Dataset: the Open Reaction Database (ORD), a public repository of structured organic reaction records. Task: describe an organic reaction: reactants, conditions, products, and yield RXN SMILES: [OH2:21].[OH:17][N+:18]([O-:19])=[O:20].[S:12](=[O:13])(=[O:14])([OH:15])[OH:16].[nH:1]1[c:2](=[O:11])[cH:3][cH:4][c:5]2[c:10]1[CH2:9][CH2:8][CH2:7][CH2:6]2>>[nH:1]1[c:2](=[O:11])[c:3]([N+:18](=[O:17])[O-:19])[cH:4][c:5]2[c:10]1[CH2:9][CH2:8][CH2:7][CH2:6]2. Starting materials: O, O=[N+]([O-])O, O=S(=O)(O)O, O=c1ccc2c([nH]1)CCCC2. Product: O=c1[nH]c2c(cc1[N+](=O)[O-])CCCC2.